Dataset: the Open Reaction Database (ORD), a public repository of structured organic reaction records. Task: describe an organic reaction: reactants, conditions, products, and yield Starting materials: BrC1=CC=C(C(=O)Cl)C=C1 (4-bromobenzoyl chloride), C(C1=CC=CC=C1)N1C(=NC2=C(C1=O)C=CO2)C(CC)NCCN(C)C (3-benzyl-2-(1-{[2-(dimethylamino)ethyl]amino}propyl)furo[2,3-d]pyrimidin-4(3H)-one), C(C)(C)N(C(C)C)CC (N,N-diisopropylethylamine). Run in ClCCl (dichloromethane), ClCCl (dichloromethane). Run at time 1 hour. The product is C(C1=CC=CC=C1)N1C(=NC2=C(C1=O)C=CO2)C(CC)N(C(C2=CC=C(C=C2)Br)=O)CCN(C)C (N-[1-(3-benzyl-4-oxo-3,4-dihydrofuro[2,3-d]pyrimidin-2-yl)propyl]4-bromo-N-[2-(dimethylamino)ethyl]benzamide). As a reaction SMILES: [Br:1][C:2]1[CH:10]=[CH:9][C:5]([C:6](Cl)=[O:7])=[CH:4][CH:3]=1.[CH2:11]([N:18]1[C:23](=[O:24])[C:22]2[CH:25]=[CH:26][O:27][C:21]=2[N:20]=[C:19]1[CH:28]([NH:31][CH2:32][CH2:33][N:34]([CH3:36])[CH3:35])[CH2:29][CH3:30])[C:12]1[CH:17]=[CH:16][CH:15]=[CH:14][CH:13]=1.C(N(CC)C(C)C)(C)C>ClCCl>[CH2:11]([N:18]1[C:23](=[O:24])[C:22]2[CH:25]=[CH:26][O:27][C:21]=2[N:20]=[C:19]1[CH:28]([N:31]([CH2:32][CH2:33][N:34]([CH3:36])[CH3:35])[C:6](=[O:7])[C:5]1[CH:9]=[CH:10][C:2]([Br:1])=[CH:3][CH:4]=1)[CH2:29][CH3:30])[C:12]1[CH:13]=[CH:14][CH:15]=[CH:16][CH:17]=1. Procedure details: A solution of 4-bromobenzoyl chloride (1 equiv) in dichloromethane is added to a solution of 3-benzyl-2-(1-{[2-(dimethylamino)ethyl]amino}-propyl)furo[2,3-d]pyrimidin-4(3H)-one (1-6, 1 equiv) and N,N-diisopropylethylamine (1 equiv) in dichloromethane, and the resulting mixture is stirred under ambient conditions for 1 h. The reaction mixture is washed with saturated aqueous NaHCO3 solution, and brine, then dried (MgSO4) and concentrated. The residue is purified by flash chromatography. Elution w... Starting materials: [Br-], C[Mg+], [Cl-], COc1nc2cc(Cl)c(Cl)c(C=O)c2nc1OC, [NH4+], C1CCOC1. The product is COc1nc2cc(Cl)c(Cl)c(C(C)O)c2nc1OC. As a reaction SMILES: [Br-:1].[CH3:2][Mg+:3].[Cl-:22].[Cl:4][c:5]1[c:6]([CH:20]=[O:21])[c:7]2[n:8][c:9]([O:18][CH3:19])[c:10]([O:16][CH3:17])[n:11][c:12]2[cH:13][c:14]1[Cl:15].[NH4+:23].[O:24]1[CH2:25][CH2:26][CH2:27][CH2:28]1>>[CH3:2][CH:20]([c:6]1[c:5]([Cl:4])[c:14]([Cl:15])[cH:13][c:12]2[c:7]1[n:8][c:9]([O:18][CH3:19])[c:10]([O:16][CH3:17])[n:11]2)[OH:21].